Dataset: the Open Reaction Database (ORD), a public repository of structured organic reaction records. Task: describe an organic reaction: reactants, conditions, products, and yield The reactants are N#N (N2), COC(=O)C1CCC(CC1)NC(CCC1=CC(=C(C(=C1)OC)OC)OC)=O (4-[3-(3,4,5-Trimethoxy-phenyl)-propionylamino]-cyclohexanecarboxylic acid methyl ester), O (water), B(Br)(Br)Br (BBr3). Run in C(Cl)Cl (DCM), CO (MeOH), C(Cl)Cl (DCM). Reaction conditions: temperature -78 celsius, time 20 minute. The product is OC=1C=C(C=C(C1O)O)CCC(=O)N[C@H]1CC[C@H](CC1)C(=O)O (cis-4-[3-(3,4,5-Trihydroxy-phenyl)-propionylamino]-cyclohexanecarboxylic acid). Isolated yield 10.3%. Reaction SMILES: N#N.C[O:4][C:5]([CH:7]1[CH2:12][CH2:11][CH:10]([NH:13][C:14](=[O:29])[CH2:15][CH2:16][C:17]2[CH:22]=[C:21]([O:23]C)[C:20]([O:25]C)=[C:19]([O:27]C)[CH:18]=2)[CH2:9][CH2:8]1)=[O:6].B(Br)(Br)Br.O>C(Cl)Cl.CO>[OH:23][C:21]1[CH:22]=[C:17]([CH2:16][CH2:15][C:14]([NH:13][C@@H:10]2[CH2:11][CH2:12][C@H:7]([C:5]([OH:6])=[O:4])[CH2:8][CH2:9]2)=[O:29])[CH:18]=[C:19]([OH:27])[C:20]=1[OH:25]. Reported procedure: (The following reaction is done in an anhydrous N2 atmosphere.) Dissolve cis-{4-[3-(3,4,5-Trimethoxy-phenyl)-propionylamino]-cyclohexanecarboxylic acid methyl ester (75) (82 mg, 0.21 mmol) in anhydrous DCM (2.0 mL), cool the solution to −78° C. and add dropwise BBr3 (205 μL, 2.17 mmol). Stir the reaction mixture for 20 min at −78° C. and after slowly warming up for additional 2 h at rt Add dropwise water, followed by DCM and MeOH and remove solvent. Purify the crude product by preparative RP HPL...